From a dataset of the Open Reaction Database (ORD), a public repository of structured organic reaction records. describe an organic reaction: reactants, conditions, products, and yield The reactants are C(C)(=O)O[C@H]1[C@@H](O[C@@H]([C@H]([C@@H]1OC(C)=O)OC(C)=O)COC(C)=O)N1C(SC(C1=O)=CC1=CC=CC=C1)=S (N-(2,3,4,6-Tetra-O-acetyl-β-D-glucopyranosyl)-5-benzylidenerhodanine), CN1CCNCC1 (N-methylpiperazine). Run in CO (methanol). Reaction conditions: time 18 hour. Product: [C@@H]1([C@H](O)[C@@H](O)[C@H](O)[C@H](O1)CO)NC(=S)N1CCN(CC1)C (N-β-D-Glucopyranosyl-4-methylpiperazine-1-thiocarboxamide). RXN SMILES: C([O:4][C@@H:5]1[C@@H:10]([O:11]C(=O)C)[C@H:9]([O:15]C(=O)C)[C@@H:8]([CH2:19][O:20]C(=O)C)[O:7][C@H:6]1[N:24]1C(=O)C(=CC2C=CC=CC=2)S[C:25]1=[S:37])(=O)C.[CH3:38][N:39]1[CH2:44][CH2:43][NH:42][CH2:41][CH2:40]1>CO>[C@@H:6]1([NH:24][C:25]([N:42]2[CH2:43][CH2:44][N:39]([CH3:38])[CH2:40][CH2:41]2)=[S:37])[O:7][C@H:8]([CH2:19][OH:20])[C@@H:9]([OH:15])[C@H:10]([OH:11])[C@H:5]1[OH:4]. Procedure details: N-(2,3,4,6-Tetra-O-acetyl-β-D-glucopyranosyl)-5-benzylidenerhodanine(1.102 g., 0.002 mole) was added to a solution of N-methylpiperazine(2.40 g., 0.024 mole) in 50 ml. of methanol in a pressure bottle. The reaction mixture was stirred at room temperature for 18 hours. The mixture was filtered and the filtrate was evaporated to a brownish heavy syrup below 30° in vacuo. The residual syrup was dissolved in the minimum amount of acetone, and anhydrous ether was added to the solution to give a stick... Reported procedure: To a solution of 3-[2-(4-fluorobenzoyl)aminoacetyl]-pyridine (500 mg) in N,N-dimethylformamide (10 ml) were added sodium hydride (81.3 mg, 60% mineral oil) and acrylonitrile (113 mg) under dry ice-acetone cooling, and the mixture was stirred at the same temperature under argon atmosphere for 10 minutes. The mixture was warmed slowly to 0° C. and stirred at the same temperature for 30 minutes. To the reaction mixture was added a saturated aqueous ammonium chloride solution and the mixture was ext... Isolated yield 83.0%. The product is crude product, C(#N)CCC(C(=O)C=1C=NC=CC1)NC(C1=CC=C(C=C1)F)=O (4-cyano-2-(4-fluorobenzoylamino)-1-(3-pyridyl)-1-butanone). Reactants: [Cl-].[NH4+] (ammonium chloride), FC1=CC=C(C(=O)NCC(=O)C=2C=NC=CC2)C=C1 (3-[2-(4-fluorobenzoyl)aminoacetyl]-pyridine), [H-].[Na+] (sodium hydride), C(C=C)#N (acrylonitrile). Reaction conditions: temperature 0 celsius, time 10 minute. As a reaction SMILES: [F:1][C:2]1[CH:19]=[CH:18][C:5]([C:6]([NH:8][CH2:9][C:10]([C:12]2[CH:13]=[N:14][CH:15]=[CH:16][CH:17]=2)=[O:11])=[O:7])=[CH:4][CH:3]=1.[H-].[Na+].[C:22](#[N:25])[CH:23]=[CH2:24].[Cl-].[NH4+]>CN(C)C=O>[C:22]([CH2:23][CH2:24][CH:9]([NH:8][C:6](=[O:7])[C:5]1[CH:4]=[CH:3][C:2]([F:1])=[CH:19][CH:18]=1)[C:10]([C:12]1[CH:13]=[N:14][CH:15]=[CH:16][CH:17]=1)=[O:11])#[N:25] |f:1.2,4.5|. The solvent is CN(C=O)C (N,N-dimethylformamide). RXN SMILES: [C:15]([Cl:16])(=[O:17])[c:18]1[cH:19][cH:20][cH:21][cH:22][cH:23]1.[Cl:1][c:2]1[cH:3][cH:4][c:5]([C:6](=[O:7])[OH:8])[cH:9][cH:10]1.[NH2:24][c:25]1[cH:26][cH:27][c:28]([Cl:29])[cH:30][cH:31]1.[S:11]([Cl:12])([Cl:13])=[O:14]>>[Cl:1][c:2]1[cH:3][cH:4][c:5]([C:6](=[O:8])[c:26]2[c:25]([NH2:24])[cH:31][cH:30][c:28]([Cl:29])[cH:27]2)[cH:9][cH:10]1. Reactants: O=C(Cl)c1ccccc1, O=C(O)c1ccc(Cl)cc1, Nc1ccc(Cl)cc1, O=S(Cl)Cl. Product: Nc1ccc(Cl)cc1C(=O)c1ccc(Cl)cc1.